Dataset: the Open Reaction Database (ORD), a public repository of structured organic reaction records. Task: describe an organic reaction: reactants, conditions, products, and yield Starting materials: ClC=1C2=C(N=CN1)N(C=C2)CCOCCOC (4-chloro-7-[2-(2-methoxy-ethoxy)-ethyl]-7H-pyrrolo[2,3-d]pyrimidine), NC=1C=C(C=CC1)C#C (m-aminophenyl acetylene). Solvent: CO (methanol). Yields the product C(#C)C=1C=C(C=CC1)NC=1C2=C(N=CN1)N(C=C2)CCOCCOC ((3-Ethynyl-phenyl)-{7-[2-(2-methoxy-ethoxy)-ethyl]-7H-pyrrolo[2,3-d]pyrimidin-4-yl}-amine). Isolated yield 81.0%. RXN SMILES: Cl[C:2]1[C:3]2[CH:10]=[CH:9][N:8]([CH2:11][CH2:12][O:13][CH2:14][CH2:15][O:16][CH3:17])[C:4]=2[N:5]=[CH:6][N:7]=1.[NH2:18][C:19]1[CH:20]=[C:21]([C:25]#[CH:26])[CH:22]=[CH:23][CH:24]=1>CO>[C:25]([C:21]1[CH:20]=[C:19]([NH:18][C:2]2[C:3]3[CH:10]=[CH:9][N:8]([CH2:11][CH2:12][O:13][CH2:14][CH2:15][O:16][CH3:17])[C:4]=3[N:5]=[CH:6][N:7]=2)[CH:24]=[CH:23][CH:22]=1)#[CH:26]. Procedure details: Utilizing a procedure analogous to that described in Example 47, this product was prepared in 81% yield from 4-chloro-7-[2-(2-methoxy-ethoxy)-ethyl]-7H-pyrrolo[2,3-d]pyrimidine (1.0 eq) and m-aminophenyl acetylene (1.2 eq) in methanol. M.P. 240-241° C.; LC-MS: 336 (M+); RP18HPLC RT: 4.29 min. Procedure details: 3-Benzyloxy-4-cyano-benzoic acid methyl ester from step 1 (84 mg, 0.30 mmol) was dissolved in THF (1.5 ml). LiBH4 in THF (2 M, 300 μl, 0.60 mmol) was added. The reaction mixture was heated at 70° C. for 3 hours. The reaction mixture was quenched carefully with 3N HCl and then extracted with EtOAc (3×10 mL). The organic layers were combined, washed with brine, dried (MgSO4), filtered and concentrated to yield the desired product. Starting materials: COC(C1=CC(=C(C=C1)C#N)OCCC1=CC=CC=C1)=O (4-Cyano-3-phenethyloxy-benzoic acid methyl ester), [Li+].[BH4-] (LiBH4). The product is OCC1=CC(=C(C#N)C=C1)OCCC1=CC=CC=C1 (4-Hydroxymethyl-2-phenethyloxy-benzonitrile). Run in C1CCOC1 (THF), C1CCOC1 (THF). Run at temperature 70 celsius. RXN SMILES: C[O:2][C:3](=O)[C:4]1[CH:9]=[CH:8][C:7]([C:10]#[N:11])=[C:6]([O:12][CH2:13][CH2:14][C:15]2[CH:20]=[CH:19][CH:18]=[CH:17][CH:16]=2)[CH:5]=1.[Li+].[BH4-]>C1COCC1>[OH:2][CH2:3][C:4]1[CH:9]=[CH:8][C:7]([C:10]#[N:11])=[C:6]([O:12][CH2:13][CH2:14][C:15]2[CH:20]=[CH:19][CH:18]=[CH:17][CH:16]=2)[CH:5]=1 |f:1.2|. Reactants: N1(CCCCC1)CC=1C=C(CO)C=CC1 (3-piperidinomethylbenzylalcohol), S(=O)(Cl)Cl (thionyl chloride). Run in ClCCl (dichloromethane), ClCCl (dichloromethane). The product is Cl.N1(CCCCC1)CC=1C=C(CCl)C=CC1 (3-piperidinomethylbenzyl chloride hydrochloride). As a reaction SMILES: [N:1]1([CH2:7][C:8]2[CH:9]=[C:10]([CH:13]=[CH:14][CH:15]=2)[CH2:11]O)[CH2:6][CH2:5][CH2:4][CH2:3][CH2:2]1.S(Cl)([Cl:18])=O>ClCCl>[ClH:18].[N:1]1([CH2:7][C:8]2[CH:9]=[C:10]([CH:13]=[CH:14][CH:15]=2)[CH2:11][Cl:18])[CH2:6][CH2:5][CH2:4][CH2:3][CH2:2]1 |f:3.4|. Procedure: A solution of the above alcohol (2.05 g) in dry dichloromethane (60 ml) was treated with a solution of thionyl chloride (3.3 ml) in dry dichloromethane (10 ml) and heated under reflux for 2.5 hours. The product was evaporated in vacuo to produce an oil which was crystallised from dry tetrahydrofuran to give colourless crystals of 3-piperidinomethylbenzyl chloride hydrochloride (m.p. 156°-160° C.). Starting materials: ON1C(CCC1=O)=O (N-hydroxysuccinimide), C1(CCCCC1)NC(=O)Cl (cyclohexylcarbamoyl chloride), C1(CCCCC1)NC1CCCCC1 (dicyclohexylamine), ClC(Cl)(OC(OC(Cl)(Cl)Cl)=O)Cl (triphosgene). Solvent: N1=CC=CC=C1 (pyridine), O (water). Run at time 8 hour. Product: C1(CCCCC1)N(C(=O)Cl)C1CCCCC1 (dicyclohexylcarbamoyl chloride), C1(CCCCC1)N(C(=O)ON1C(CCC1=O)=O)C1CCCCC1 (N-(dicyclohexylcarbamoyloxy)succinimide). Reaction SMILES: [CH:1]1([NH:7][CH:8]2[CH2:13][CH2:12][CH2:11][CH2:10][CH2:9]2)[CH2:6][CH2:5][CH2:4][CH2:3][CH2:2]1.[Cl:14][C:15](Cl)([O:17]C(=O)OC(Cl)(Cl)Cl)Cl.[OH:26][N:27]1[C:31](=[O:32])[CH2:30][CH2:29][C:28]1=[O:33].[CH:34]1([NH:40][C:41](Cl)=[O:42])[CH2:39][CH2:38][CH2:37][CH2:36][CH2:35]1>N1C=CC=CC=1.O>[CH:8]1([N:7]([CH:1]2[CH2:2][CH2:3][CH2:4][CH2:5][CH2:6]2)[C:15]([Cl:14])=[O:17])[CH2:9][CH2:10][CH2:11][CH2:12][CH2:13]1.[CH:34]1([N:40]([CH:1]2[CH2:6][CH2:5][CH2:4][CH2:3][CH2:2]2)[C:41]([O:26][N:27]2[C:31](=[O:32])[CH2:30][CH2:29][C:28]2=[O:33])=[O:42])[CH2:39][CH2:38][CH2:37][CH2:36][CH2:35]1. Procedure: According to the procedure described in H. Eckert et al., Angew. Chem. Int. Ed. Engl. 26, 894-895 (1987), dicyclohexylcarbamoyl chloride was synthesized from dicyclohexylamine and triphosgene [chemical name: bis(trichloromethyl)carbonate]. N-hydroxysuccinimide (5.3 g, 0.05 mol) was dissolved in 100 g of sufficiently dried pyridine. To the solution was added dropwise 13.7 g (0.05 mol) of cyclohexylcarbamoyl chloride. After stirring at room temperature overnight, the reaction solution was diluted ... Starting materials: C1CCOC1, CO, [Li+], [OH-], O, O, COC(=O)C1CC(SC(C)C)(c2ccc(-c3ccccc3)cc2)CN1C(=O)C(NC(=O)OC(C)(C)C)C(C)(C)C. Product: CC(C)SC1(c2ccc(-c3ccccc3)cc2)CC(C(=O)O)N(C(=O)C(NC(=O)OC(C)(C)C)C(C)(C)C)C1. As a reaction SMILES: [CH2:44]1[O:45][CH2:46][CH2:47][CH2:48]1.[CH3:49][OH:50].[Li+:43].[OH-:42].[OH2:41].[OH2:51].[c:1]1(-[c:35]2[cH:36][cH:37][cH:38][cH:39][cH:40]2)[cH:2][cH:3][c:4]([C:7]2([S:31][CH:32]([CH3:33])[CH3:34])[CH2:8][CH:9]([C:27](=[O:28])[O:29][CH3:30])[N:10]([C:12]([CH:13]([C:14]([CH3:15])([CH3:16])[CH3:17])[NH:18][C:19](=[O:20])[O:21][C:22]([CH3:23])([CH3:24])[CH3:25])=[O:26])[CH2:11]2)[cH:5][cH:6]1>>[c:1]1(-[c:35]2[cH:36][cH:37][cH:38][cH:39][cH:40]2)[cH:2][cH:3][c:4]([C:7]2([S:31][CH:32]([CH3:33])[CH3:34])[CH2:8][CH:9]([C:27](=[O:28])[OH:29])[N:10]([C:12]([CH:13]([C:14]([CH3:15])([CH3:16])[CH3:17])[NH:18][C:19](=[O:20])[O:21][C:22]([CH3:23])([CH3:24])[CH3:25])=[O:26])[CH2:11]2)[cH:5][cH:6]1. Starting materials: C(C)C(C#CC1=C2C(=C(C=3C=CSC31)C#CC(CCCC)CC)SC=C2)CCCC (4,8-bis(3-ethylhept-1-ynyl)thieno[2,3-f]benzothiophene). Reagents/catalysts: [Pd] (Pd/C). Run in C1CCOC1 (THF). The product is C(C)C(CCC1=C2C(=C(C=3C=CSC31)CCC(CCCC)CC)SC=C2)CCCC (4,8-bis(3-ethylheptyl)thieno[2,3-f]benzothiophene). Reaction SMILES: [CH2:1]([CH:3]([CH2:27][CH2:28][CH2:29][CH3:30])[C:4]#[C:5][C:6]1[C:14]2[S:13][CH:12]=[CH:11][C:10]=2[C:9]([C:15]#[C:16][CH:17]([CH2:22][CH3:23])[CH2:18][CH2:19][CH2:20][CH3:21])=[C:8]2[S:24][CH:25]=[CH:26][C:7]=12)[CH3:2]>[Pd].C1COCC1>[CH2:22]([CH:17]([CH2:18][CH2:19][CH2:20][CH3:21])[CH2:16][CH2:15][C:9]1[C:8]2[S:24][CH:25]=[CH:26][C:7]=2[C:6]([CH2:5][CH2:4][CH:3]([CH2:1][CH3:2])[CH2:27][CH2:28][CH2:29][CH3:30])=[C:14]2[S:13][CH:12]=[CH:11][C:10]=12)[CH3:23]. Procedure: A dry 250 mL 1-neck flask was flushed with N2 and was charged with 4,8-bis(3-ethylhept-1-ynyl)thieno[2,3-f]benzothiophene (3.04 g, 0.007 mol), Pd/C wet support (0.82 g, 10%) and THF (15 mL, 0.5 M). The flask was evacuated and backfilled with hydrogen. The flask was kept under a hydrogen atmosphere and was monitored by TLC. After the reaction was completed, the mixture was filtered through Celite and solvent was removed by rotary evaporation.